From a dataset of the Open Reaction Database (ORD), a public repository of structured organic reaction records. describe an organic reaction: reactants, conditions, products, and yield The reactants are IC1=CC=C(C=C1)S (p-iodothiophenol), C1(=CC=C(C=C1)S(=O)(=O)OCC1N(CCC1)C(=O)OC(C)(C)C)C (N-(tert-butoxycarbonyl)-2-pyrrolidinylmethyl p-toluenesulfonate), [OH-].[K+] (KOH). The solvent is CCOC(=O)C (EtOAc), N1=CC=CC=C1 (pyridine). Reaction conditions: time 4 hour. The product is IC1=CC=C(C=C1)SCC1N(CCC1)C(=O)OC(C)(C)C ([N-(tert-butoxycarbonyl)-2-pyrrolidinyl]methyl 4-iodophenyl sulfide). The yield is 52.6%. As a reaction SMILES: [I:1][C:2]1[CH:7]=[CH:6][C:5]([SH:8])=[CH:4][CH:3]=1.C1(C)C=CC(S(O[CH2:19][CH:20]2[CH2:24][CH2:23][CH2:22][N:21]2[C:25]([O:27][C:28]([CH3:31])([CH3:30])[CH3:29])=[O:26])(=O)=O)=CC=1.[OH-].[K+]>N1C=CC=CC=1.CCOC(C)=O>[I:1][C:2]1[CH:7]=[CH:6][C:5]([S:8][CH2:19][CH:20]2[CH2:24][CH2:23][CH2:22][N:21]2[C:25]([O:27][C:28]([CH3:29])([CH3:31])[CH3:30])=[O:26])=[CH:4][CH:3]=1 |f:2.3|. Procedure details: To a stirred mixture of p-iodothiophenol (1.75 g, 7.43 mmol) and N-(tert-butoxycarbonyl)-2-pyrrolidinylmethyl p-toluenesulfonate (2.39 g, 6.75 mmol) in pyridine (12.7 mL) was added 8N KOH (1.27 mL) at room temp, and the resulting mixture was stirred for 4 hr at the same temp. The reaction mixture was diluted with EtOAc. The solution was washed with H2O, sat NH4Cl, brine, and dried over Na2SO4. The organic layer was concentrated under a reduced pressure. The residue was chromatographed on silica-... Reactants: O=C(O)c1nc(C2CCCCC2)[nH]c1CCC12CC3CC(CC(C3)C1)C2, CC(=O)OC(Cc1cccc(N)c1)C(=O)OC(C)(C)C. Yields the product CC(=O)OC(Cc1cccc(NC(=O)c2nc(C3CCCCC3)[nH]c2CCC23CC4CC(CC(C4)C2)C3)c1)C(=O)OC(C)(C)C. Reaction SMILES: [C:1]12([CH2:11][CH2:12][c:13]3[c:14]([C:24](=[O:25])[OH:26])[n:15][c:16]([CH:18]4[CH2:19][CH2:20][CH2:21][CH2:22][CH2:23]4)[nH:17]3)[CH2:2][CH:3]3[CH2:4][CH:5]([CH2:6][CH:7]([CH2:8]1)[CH2:9]3)[CH2:10]2.[C:27]([CH3:28])([CH3:29])([CH3:30])[O:31][C:32]([CH:33]([CH2:34][c:35]1[cH:36][c:37]([NH2:41])[cH:38][cH:39][cH:40]1)[O:42][C:43]([CH3:44])=[O:45])=[O:46]>>[C:1]12([CH2:11][CH2:12][c:13]3[c:14]([C:24](=[O:26])[NH:41][c:37]4[cH:36][c:35]([CH2:34][CH:33]([C:32]([O:31][C:27]([CH3:28])([CH3:29])[CH3:30])=[O:46])[O:42][C:43]([CH3:44])=[O:45])[cH:40][cH:39][cH:38]4)[n:15][c:16]([CH:18]4[CH2:19][CH2:20][CH2:21][CH2:22][CH2:23]4)[nH:17]3)[CH2:2][CH:3]3[CH2:4][CH:5]([CH2:6][CH:7]([CH2:8]1)[CH2:9]3)[CH2:10]2. Reactants: Cl[O-] (hypochiorite), [C-]#N.[K+] (Potassium cyanide), FC(CN1C2CC(CC1CC2)=O)(F)F (8-(2,2,2-Trifluoroethyl)-8-azabicyclo[3.2.1]octan-3-one), Cl (hydrochloric acid). Run in O (Water), C(C)OCC (Diethyl ether). Run at temperature 0 celsius, time 5 minute. The product is C(#N)C1(CC2CCC(C1)N2CC(F)(F)F)O (3-cyano-3-hydroxy-8-(2,2,2-trifluoroethyl)-8-azabicyclo[3.2.1]octane). Isolated yield 96.5%. Reaction SMILES: Cl[O-].[F:3][C:4]([F:16])([F:15])[CH2:5][N:6]1[CH:11]2[CH2:12][CH2:13][CH:7]1[CH2:8][C:9](=[O:14])[CH2:10]2.Cl.[C-:18]#[N:19].[K+]>O.C(OCC)C>[C:18]([C:9]1([OH:14])[CH2:8][CH:7]2[N:6]([CH2:5][C:4]([F:3])([F:15])[F:16])[CH:11]([CH2:12][CH2:13]2)[CH2:10]1)#[N:19] |f:3.4|. Procedure: A 50 ml 3-necked round bottom flask was equipped with a magnetic stirrer, thermometer and hypochiorite scrubber. 8-(2,2,2-Trifluoroethyl)-8-azabicyclo[3.2.1]octan-3-one (1.06 g, 5 mmol) was charged to the reaction flask followed by hydrochloric acid (5M, 10 ml) and the mixture was cooled to 0° C. Diethyl ether (7 g) was added and the mixture stirred for 5 minutes. Potassium cyanide (3.69 g, 55 mmol) was added portionwise to the stirred, cooled reaction mixture over 0.25 hour. After complete addi... Starting materials: [H][H] (hydrogen), C(C1=CC=CC=C1)OC1=C(C=C2C(=NC=NC2=C1)NC1=C(C=C(C(=C1)OC(=O)OC)C)F)OC (7-benzyloxy-4-(2-fluoro-5-methoxycarbonyloxy-4-methylanilino)-6-methoxyquinazoline). Reagents/catalysts: [Pd] (palladium-on-charcoal). The solvent is CN(C)C=O (DMF), CO (methanol), ClC(Cl)Cl (trichloromethane). The product is FC1=C(NC2=NC=NC3=CC(=C(C=C23)OC)O)C=C(C(=C1)C)OC(=O)OC (4-(2-fluoro-5-methoxycarbonyloxy-4-methylanilino)-7-hydroxy-6-methoxyquinazoline). Isolated yield 109.1%. RXN SMILES: C([O:8][C:9]1[CH:18]=[C:17]2[C:12]([C:13]([NH:19][C:20]3[CH:25]=[C:24]([O:26][C:27]([O:29][CH3:30])=[O:28])[C:23]([CH3:31])=[CH:22][C:21]=3[F:32])=[N:14][CH:15]=[N:16]2)=[CH:11][C:10]=1[O:33][CH3:34])C1C=CC=CC=1.[H][H]>CN(C=O)C.CO.ClC(Cl)Cl.[Pd]>[F:32][C:21]1[CH:22]=[C:23]([CH3:31])[C:24]([O:26][C:27]([O:29][CH3:30])=[O:28])=[CH:25][C:20]=1[NH:19][C:13]1[C:12]2[C:17](=[CH:18][C:9]([OH:8])=[C:10]([O:33][CH3:34])[CH:11]=2)[N:16]=[CH:15][N:14]=1. Procedure details: A solution of 7-benzyloxy-4-(2-fluoro-5-methoxycarbonyloxy-4-methylanilino)-6-methoxyquinazoline (700 mg, 1.4 mmol) in DMF (10 ml), methanol (10 ml) and trichloromethane (10 ml) containing 10% palladium-on-charcoal (100 mg) was stirred under 1 atmosphere of hydrogen for 1 hour. After filtration and evaporation of the solvent, the residue was triturated with ether, filtered and dried under vacuum to give 4-(2-fluoro-5-methoxycarbonyloxy-4-methylanilino)-7-hydroxy-6-methoxyquinazoline (570 mg, 98%... Solvent: C1(=CC=CC=C1)C (toluene). Yields the product ClC=1C=CC2=C(N=C(C=3C(O2)=CSC3)Cl)C1 (7,10-dichlorothieno[3,4-b][1,5]benzoxazepine). RXN SMILES: C(O)(=O)/C=C/C(O)=O.[Cl:9][C:10]1[CH:11]=[CH:12][C:13]2[O:19][C:18]3=[CH:20][S:21][CH:22]=[C:17]3[C:16](N3CCN(C)CC3)=[N:15][C:14]=2[CH:30]=1.[Cl:31]C1C=CC2OC3=CSC=C3C(N3CCN(C)CC3)=NC=2C=1.P(Cl)(Cl)(Cl)(Cl)Cl>C1(C)C=CC=CC=1>[Cl:9][C:10]1[CH:11]=[CH:12][C:13]2[O:19][C:18]3=[CH:20][S:21][CH:22]=[C:17]3[C:16]([Cl:31])=[N:15][C:14]=2[CH:30]=1 |f:0.1.2|. Reactants: C(\C=C\C(=O)O)(=O)O.ClC=1C=CC2=C(N=C(C=3C(O2)=CSC3)N3CCN(CC3)C)C1.ClC=1C=CC3=C(N=C(C=2C(O3)=CSC2)N2CCN(CC2)C)C1 (7-chloro-10-(4-methyl-1-piperazinyl)-thieno[3,4-b][1,5]benzoxazepine hemifumarate), P(Cl)(Cl)(Cl)(Cl)Cl (phosphorus pentachloride). Reported procedure: A 4.0 g. portion of 7-chloro-thieno[3,4-b][1,5-benzoxazepin-10(9H)-one (Example 4) and 4.0 g. of phosphorus pentachloride in 100 ml. of dry toluene are refluxed for 41/2 hours concentrated and triturated with toluene, giving 7,10-dichlorothieno[3,4-b][1,5]benzoxazepine. The reactants are ONC(=N)C(CC(C)(C)C)(C)NC(=O)C1=NC=C(C(=C1)OCC(F)(F)F)Br (5-Bromo-4-(2,2,2-trifluoro-ethoxy)-pyridine-2-carboxylic acid [1-(N-hydroxycarbamimidoyl)-1,3,3-trimethyl-butyl]-amide), C1(CC1)[B-](F)(F)F.[K+] (potassium cyclopropytrifluoroborate), C(CCC)P(C12CC3CC(CC(C1)C3)C2)C23CC1CC(CC(C2)C1)C3 (butyldi-1-adamantylphosphine), C([O-])([O-])=O.[Cs+].[Cs+] (cesium carbonate). The reagents and catalysts are C(C)(=O)[O-].[Pd+2].C(C)(=O)[O-] (palladium (II) acetate). Solvent: C1(=CC=CC=C1)C (toluene). Conditions: temperature 125 celsius, time 18 hour. Product: CC(CC(C)(C)C)(C1=NOC(=N1)C)NC(=O)C1=NC=C(C(=C1)OCC(F)(F)F)C1CC1 (5-Cyclopropyl-4-(2,2,2-trifluoro-ethoxy)-pyridine-2-carboxylic acid [1,3,3-trimethyl-1-(5-methyl-[1,2,4]oxadiazol-3-yl)-butyl]-amide). Isolated yield 957.9%. RXN SMILES: [OH:1][NH:2][C:3]([C:5]([NH:12][C:13]([C:15]1[CH:20]=[C:19]([O:21][CH2:22][C:23]([F:26])([F:25])[F:24])[C:18](Br)=[CH:17][N:16]=1)=[O:14])([CH3:11])[CH2:6][C:7]([CH3:10])([CH3:9])[CH3:8])=[NH:4].[CH:28]1([B-](F)(F)F)[CH2:30][CH2:29]1.[K+].[CH2:36](P(C12CC3CC(CC(C3)C1)C2)C12CC3CC(CC(C3)C1)C2)[CH2:37]CC.C(=O)([O-])[O-].[Cs+].[Cs+]>C1(C)C=CC=CC=1.C([O-])(=O)C.[Pd+2].C([O-])(=O)C>[CH3:11][C:5]([NH:12][C:13]([C:15]1[CH:20]=[C:19]([O:21][CH2:22][C:23]([F:26])([F:25])[F:24])[C:18]([CH:28]2[CH2:30][CH2:29]2)=[CH:17][N:16]=1)=[O:14])([C:3]1[N:4]=[C:36]([CH3:37])[O:1][N:2]=1)[CH2:6][C:7]([CH3:10])([CH3:9])[CH3:8] |f:1.2,4.5.6,8.9.10|. Reported procedure: To a solution of 5-Bromo-4-(2,2,2-trifluoro-ethoxy)-pyridine-2-carboxylic acid [1-(N-hydroxycarbamimidoyl)-1,3,3-trimethyl-butyl]-amide (Example 97c, 0.175 g, 365 μmol) in toluene (2 ml) under an argon atmosphere was added potassium cyclopropytrifluoroborate (108 mg, 730 μmol), palladium (II) acetate (4.1 mg, 18.3 μmol), butyldi-1-adamantylphosphine (13.1 mg, 36.5 μmol) and cesium carbonate (243 μl, 730 μmol). The reaction was stirred at 125° C. for 18 hours. The reaction was filtered through a ...